Dataset: the Open Reaction Database (ORD), a public repository of structured organic reaction records. Task: describe an organic reaction: reactants, conditions, products, and yield Starting materials: C1CCOC1, CO, CCOC(C)=O, CCOC(=O)Cc1c2n(c3c(F)cccc13)CC(n1nnc(C)c1Cc1ccc(F)cc1)CC2, [Li+], [OH-], O. Yields the product Cc1nnn(C2CCc3c(CC(=O)O)c4cccc(F)c4n3C2)c1Cc1ccc(F)cc1. RXN SMILES: [CH2:37]1[O:38][CH2:39][CH2:40][CH2:41]1.[CH3:42][OH:43].[CH3:45][CH2:46][O:47][C:48]([CH3:49])=[O:50].[F:1][c:2]1[cH:3][cH:4][cH:5][c:6]2[c:7]([CH2:29][C:30](=[O:31])[O:32][CH2:33][CH3:34])[c:8]3[n:9]([c:10]12)[CH2:11][CH:12]([n:15]1[n:16][n:17][c:18]([CH3:28])[c:19]1[CH2:20][c:21]1[cH:22][cH:23][c:24]([F:27])[cH:25][cH:26]1)[CH2:13][CH2:14]3.[Li+:36].[OH-:35].[OH2:44]>>[F:1][c:2]1[cH:3][cH:4][cH:5][c:6]2[c:7]([CH2:29][C:30](=[O:31])[OH:32])[c:8]3[n:9]([c:10]12)[CH2:11][CH:12]([n:15]1[n:16][n:17][c:18]([CH3:28])[c:19]1[CH2:20][c:21]1[cH:22][cH:23][c:24]([F:27])[cH:25][cH:26]1)[CH2:13][CH2:14]3.